From a dataset of the Open Reaction Database (ORD), a public repository of structured organic reaction records. describe an organic reaction: reactants, conditions, products, and yield Starting materials: O=[N+]([O-])c1cccc2cn[nH]c12, N=C(N)NN, N=C(N)NCCCCN, O=S(=O)([O-])[O-], O=S(=O)(O)O. The product is N=C(N)NCCCCN. As a reaction SMILES: [N+:25]([c:26]1[cH:27][cH:28][cH:29][c:30]2[c:31]1[nH:32][n:33][cH:34]2)([O-:35])=[O:36].[NH2:15][NH:16][C:17](=[NH:18])[NH2:19].[NH2:6][C:7]([NH:8][CH2:9][CH2:10][CH2:11][CH2:12][NH2:13])=[NH:14].[O-:20][S:21](=[O:22])(=[O:23])[O-:24].[S:1]([OH:2])([OH:3])(=[O:4])=[O:5]>>[NH:6]=[C:7]([NH:8][CH2:9][CH2:10][CH2:11][CH2:12][NH2:13])[NH2:14].